describe an organic reaction: reactants, conditions, products, and yield From a dataset of the Open Reaction Database (ORD), a public repository of structured organic reaction records. Reactants: [Al+3], C1CCOC1, CCOC(C)=O, [H-], [H-], [H-], [H-], O=C(CN1CCCC1)Nc1ccc(I)cc1, [Li+], [Na+], [OH-], O. The product is Ic1ccc(NCCN2CCCC2)cc1. RXN SMILES: [Al+3:2].[CH2:31]1[O:32][CH2:33][CH2:34][CH2:35]1.[CH3:23][CH2:24][O:25][C:26]([CH3:27])=[O:28].[H-:1].[H-:4].[H-:5].[H-:6].[I:7][c:8]1[cH:9][cH:10][c:11]([NH:14][C:15]([CH2:16][N:17]2[CH2:18][CH2:19][CH2:20][CH2:21]2)=[O:22])[cH:12][cH:13]1.[Li+:3].[Na+:30].[OH-:29].[OH2:36]>>[I:7][c:8]1[cH:9][cH:10][c:11]([NH:14][CH2:15][CH2:16][N:17]2[CH2:18][CH2:19][CH2:20][CH2:21]2)[cH:12][cH:13]1. Starting materials: 2-L, CC1(C(NC1)=O)C1=C(C=C(C=C1)N)F (3-Methyl-3-(4-amino-2-fluorophenyl)-2-azetidinone), [Li] (lithium). Run in C1CCOC1 (THF), O1CCCC1 (tetrahydrofuran). Reaction conditions: time 20 hour. Yields the product NC1=CC(=C(C=C1)C1(CNC1)C)F (3-(4-Amino-2-fluorophenyl)-3-methylazetidine). Isolated yield 106.8%. Reaction SMILES: [Li].[CH3:2][C:3]1([C:8]2[CH:13]=[CH:12][C:11]([NH2:14])=[CH:10][C:9]=2[F:15])[CH2:6][NH:5][C:4]1=O>C1COCC1>[NH2:14][C:11]1[CH:12]=[CH:13][C:8]([C:3]2([CH3:2])[CH2:4][NH:5][CH2:6]2)=[C:9]([F:15])[CH:10]=1 |^1:0|. Procedure details: A flame-dried 3-neck 2-L round bottom flask equipped with mechanical stirrer, reflux condenser, and addition funnel was charged with 300 mL tetrahydrofuran and 350 mL 1M lithium aluminumhydride (0.35 mol) followed by cooling to 0 C. This solution was treated with a solution of 9.85 g 3-Methyl-3-(4-amino-2-fluorophenyl)-2-azetidinone (0.051 mol) in 210 mL THF with gas evolution and a yellow coloration. The cooling bath was removed and the reaction was heated to reflux with the rapid formation of ... Reactants: CO, [H][H], C=C(c1cccnc1)c1ccc2cc(C(=O)OC)ccc2c1. Yields the product COC(=O)c1ccc2cc(C(C)c3cccnc3)ccc2c1. RXN SMILES: [CH3:25][OH:26].[H:23][H:24].[n:1]1[cH:2][c:3]([C:7](=[CH2:8])[c:9]2[cH:10][c:11]3[cH:12][cH:13][c:14]([C:19](=[O:20])[O:21][CH3:22])[cH:15][c:16]3[cH:17][cH:18]2)[cH:4][cH:5][cH:6]1>>[n:1]1[cH:2][c:3]([CH:7]([CH3:8])[c:9]2[cH:10][c:11]3[cH:12][cH:13][c:14]([C:19](=[O:20])[O:21][CH3:22])[cH:15][c:16]3[cH:17][cH:18]2)[cH:4][cH:5][cH:6]1. Starting materials: O[C@H]1C[C@@H]2CC[C@H]3[C@@H]4CC[C@H](C(C=C)=O)[C@]4(CC([C@@H]3[C@]2(CC1)C)=O)C (3α-hydroxy-21-methylene-5α-pregnane-11,20-dione), C(C1=CN=CC=C1)(=S)O (thionicotinic acid). Reaction SMILES: [OH:1][C@@H:2]1[CH2:22][CH2:21][C@@:20]2([CH3:23])[C@@H:4]([CH2:5][CH2:6][C@@H:7]3[C@@H:19]2[C:18](=[O:24])[CH2:17][C@@:16]2([CH3:25])[C@H:8]3[CH2:9][CH2:10][C@@H:11]2[C:12](=[O:15])[CH:13]=[CH2:14])[CH2:3]1.[C:26](O)(=[S:33])[C:27]1[CH:32]=[CH:31][CH:30]=[N:29][CH:28]=1>CC(C)=O>[OH:1][C@@H:2]1[CH2:22][CH2:21][C@@:20]2([CH3:23])[C@@H:4]([CH2:5][CH2:6][C@@H:7]3[C@@H:19]2[C:18](=[O:24])[CH2:17][C@@:16]2([CH3:25])[C@H:8]3[CH2:9][CH2:10][C@@H:11]2[C:12](=[O:15])[CH2:13][CH2:14][S:33][CH2:26][C:27]2[CH:32]=[CH:31][CH:30]=[N:29][CH:28]=2)[CH2:3]1. The yield is 67.2%. Run in CC(=O)C (acetone). Reported procedure: Treatment of 3α-hydroxy-21-methylene-5α-pregnane-11,20-dione (240 mg) in acetone (15 ml) with thionicotinic acid (150 mg) for 4 hrs. in similar manner to that described in Example 27 gave title compound (220 mg) as a white foam [αD ] + 55.6° (c 1.01). Yields the product O[C@H]1C[C@@H]2CC[C@H]3[C@@H]4CC[C@H](C(CCSCC5=CN=CC=C5)=O)[C@]4(CC([C@@H]3[C@]2(CC1)C)=O)C (3α -Hydroxy-21-nicotinylthiomethyl-5α-pregnane-11,20-dione). The reactants are C1(=CC=CC=C1)N=C=O (phenyl isocyanate), CN(C=O)C (dimethylformamide), NC(=S)N (thiourea), ice water. The product is C1(=CC=CC=C1)NC(=S)NC(=O)N (N-phenylthioimidodicarbonic diamide). As a reaction SMILES: [C:1]1(N=C=O)[CH:6]=[CH:5][CH:4]=[CH:3][CH:2]=1.[NH2:10][C:11]([NH2:13])=[S:12].C[N:15](C)[CH:16]=[O:17]>>[C:1]1([NH:10][C:11]([NH:13][C:16]([NH2:15])=[O:17])=[S:12])[CH:6]=[CH:5][CH:4]=[CH:3][CH:2]=1. Procedure: As the first step in the reaction, phenyl isocyanate, 119 grams (1 mole) is added in one portion with swirling to a warm solution of 83.73 grams (1.1 mole) of thiourea in 120 milliliters of dry dimethylformamide and the resulting solution heated for three hours. Thereafter, the solution is cooled, a mixture of ice and ice water cautiously added and the vessel scratched to induce crystallization of the desired intermediate N-phenylthioimidodicarbonic diamide. After crystallization starts, additio... The reactants are COC(=O)C(NC(=O)C(CC(C)C)NC(=O)OCc1ccccc1)C(C)O, CCO, CCN(C(C)C)C(C)C, Cl, CC(C)C(NC(=O)OCc1ccccc1)C(=O)Oc1ccc([N+](=O)[O-])cc1, On1nnc2ccccc21. Yields the product COC(=O)C(NC(=O)C(CC(C)C)NC(=O)C(NC(=O)OCc1ccccc1)C(C)C)C(C)O. Reaction SMILES: [CH3:1][O:2][C:3]([CH:4]([NH:5][C:6]([CH:7]([NH:8][C:9]([O:10][CH2:11][c:12]1[cH:13][cH:14][cH:15][cH:16][cH:17]1)=[O:18])[CH2:19][CH:20]([CH3:21])[CH3:22])=[O:23])[CH:24]([OH:25])[CH3:26])=[O:27].[CH3:74][CH2:75][OH:76].[CH:28]([N:29]([CH2:30][CH3:31])[CH:32]([CH3:33])[CH3:34])([CH3:35])[CH3:36].[ClH:77].[N+:37]([c:38]1[cH:39][cH:40][c:41]([O:42][C:47]([CH:48]([NH:49][C:50](=[O:51])[O:52][CH2:53][c:54]2[cH:55][cH:56][cH:57][cH:58][cH:59]2)[CH:60]([CH3:61])[CH3:62])=[O:63])[cH:43][cH:44]1)([O-:45])=[O:46].[OH:64][n:65]1[c:66]2[c:67]([cH:68][cH:69][cH:70][cH:71]2)[n:72][n:73]1>>[CH3:1][O:2][C:3]([CH:4]([NH:5][C:6]([CH:7]([NH:8][C:47]([CH:48]([NH:49][C:50](=[O:51])[O:52][CH2:53][c:54]1[cH:55][cH:56][cH:57][cH:58][cH:59]1)[CH:60]([CH3:61])[CH3:62])=[O:63])[CH2:19][CH:20]([CH3:21])[CH3:22])=[O:23])[CH:24]([OH:25])[CH3:26])=[O:27].